This data is from the Open Reaction Database (ORD), a public repository of structured organic reaction records. The task is: describe an organic reaction: reactants, conditions, products, and yield Starting materials: C(OC1=CC=CC=C1)(OC1=CC=CC=C1)=O (diphenyl carbonate), [H-].[Na+] (sodium hydride), NC=1C(N(C=C(N1)Cl)C)=O (3-amino-5-chloro-1-methylpyrazin-2-one). Solvent: CN(C=O)C (dimethylformamide), CN(C=O)C (dimethylformamide). Reaction conditions: time 45 minute. Yields the product ClC=1N=C(C(N(C1)C)=O)NC(OC1=CC=CC=C1)=O (phenyl N-(5-chloro-1-methylpyrazin-2-on-3-yl)-carbamate). Isolated yield 57.9%. As a reaction SMILES: [C:1](=[O:16])([O:9][C:10]1[CH:15]=[CH:14][CH:13]=[CH:12][CH:11]=1)OC1C=CC=CC=1.[H-].[Na+].[NH2:19][C:20]1[C:21](=[O:28])[N:22]([CH3:27])[CH:23]=[C:24]([Cl:26])[N:25]=1>CN(C)C=O>[Cl:26][C:24]1[N:25]=[C:20]([NH:19][C:1](=[O:16])[O:9][C:10]2[CH:11]=[CH:12][CH:13]=[CH:14][CH:15]=2)[C:21](=[O:28])[N:22]([CH3:27])[CH:23]=1 |f:1.2|. Procedure details: A solution of 9.4 g of diphenyl carbonate and 65 ml of dimethylformamide is allowed to run into a mixture of 1.9 g of a 55% sodium hydride dispersion and 20 ml of dimethylformamide at 10°-15° C. 6.4 g of 3-amino-5-chloro-1-methylpyrazin-2-one are then introduced in portions at the same temperature and the mixture is stirred for a further 45 minutes. The mixture is filtered, the filtrate is poured into a mixture of 270 ml of ethyl acetate, 270 ml of ice-water and 42 ml of 7% hydrochloric acid, th... Reactants: CC1(OB(OC1(C)C)C=1C=CC(=NC1)N)C (5-(4,4,5,5-tetramethyl-1,3,2-dioxaborolan-2-yl)pyridin-2-amine), ClC=1N=NC=CC1 (3-chloropyridazine), C1(=CC=CC=C1)C (toluene), C(=O)([O-])[O-].[Na+].[Na+] (Na2CO3). Reagents/catalysts: C=1C=CC(=CC1)[P](C=2C=CC=CC2)(C=3C=CC=CC3)[Pd]([P](C=4C=CC=CC4)(C=5C=CC=CC5)C=6C=CC=CC6)([P](C=7C=CC=CC7)(C=8C=CC=CC8)C=9C=CC=CC9)[P](C=1C=CC=CC1)(C=1C=CC=CC1)C=1C=CC=CC1 (Pd(PPh3)4). The solvent is C(C)O (ethanol). Run at temperature 90 celsius, time 10 hour. Product: N1=NC(=CC=C1)C=1C=CC(=NC1)N (5-(pyridazin-3-yl)pyridin-2-amine). RXN SMILES: CC1(C)C(C)(C)OB([C:9]2[CH:10]=[CH:11][C:12]([NH2:15])=[N:13][CH:14]=2)O1.Cl[C:18]1[N:19]=[N:20][CH:21]=[CH:22][CH:23]=1.C1(C)C=CC=CC=1.C([O-])([O-])=O.[Na+].[Na+]>C1C=CC([P]([Pd]([P](C2C=CC=CC=2)(C2C=CC=CC=2)C2C=CC=CC=2)([P](C2C=CC=CC=2)(C2C=CC=CC=2)C2C=CC=CC=2)[P](C2C=CC=CC=2)(C2C=CC=CC=2)C2C=CC=CC=2)(C2C=CC=CC=2)C2C=CC=CC=2)=CC=1.C(O)C>[N:19]1[CH:18]=[CH:23][CH:22]=[C:21]([C:9]2[CH:10]=[CH:11][C:12]([NH2:15])=[N:13][CH:14]=2)[N:20]=1 |f:3.4.5,^1:40,42,61,80|. Procedure details: To a sealed flask were added 5-(4,4,5,5-tetramethyl-1,3,2-dioxaborolan-2-yl)pyridin-2-amine 145-1 (1.54 g, 7 mmol), 3-chloropyridazine 145-2 (0.8 g, 7 mmol), Pd(PPh3)4 (500 mg, 0.7 mmol), toluene (50 mL), ethanol (12 mL) and 2M Na2CO3 (11 mL). The reaction mixture was bubbled with nitrogen for 2 minutes and stirred at 90° C. for 10 hours. After cooled to room temperature, the solvents were evaporated and the residue was redissolved in dichloromethane (200 ml) and treated with 1M HCl aqueous solu...